From a dataset of the Open Reaction Database (ORD), a public repository of structured organic reaction records. describe an organic reaction: reactants, conditions, products, and yield Reactants: NC1=C(C(=O)O)C=CC(=C1)Br (2-amino-4-bromobenzoic acid), C(C)(=O)OC(C)=O (acetic anhydride). Reaction conditions: temperature 130 celsius, time 4 hour. Product: BrC=1C=CC2=C(N=C(OC2=O)C)C1 (7-bromo-2-methyl-4H-benzo[d][1,3]oxazin-4-one). Isolated yield 49.2%. As a reaction SMILES: [NH2:1][C:2]1[CH:10]=[C:9]([Br:11])[CH:8]=[CH:7][C:3]=1[C:4]([OH:6])=[O:5].[C:12](OC(=O)C)(=O)[CH3:13]>>[Br:11][C:9]1[CH:8]=[CH:7][C:3]2[C:4](=[O:6])[O:5][C:12]([CH3:13])=[N:1][C:2]=2[CH:10]=1. Procedure: 2-amino-4-bromobenzoic acid (825 mg, 3.82 mmol) was taken up in acetic anhydride (5.2 mL, 55.01 mmol) and mixture was heated at 130° C. After 4 hours, reaction mixture was cooled to rt and left there for two hours. The solid that precipitated was filtered and washed with cold ether, and dried in-vacuo to yield 7-bromo-2-methyl-4H-benzo[d][1,3]oxazin-4-one 7.25 (451 mg), which was used in the next step without further purification. Starting materials: COCOC=1C=CC(=C(OCC(=O)OC)C1)CCC (methyl 2-(5-methoxymethoxy-2-propylphenoxy)acetate). Solvent: Cl.CO (hydrogen chloride methanol). Reaction conditions: time 3 hour. Yields the product OC=1C=CC(=C(OCC(=O)OC)C1)CCC (methyl 2-(5-hydroxy-2-propylphenoxy)acetate). The yield is 87.5%. RXN SMILES: COC[O:4][C:5]1[CH:6]=[CH:7][C:8]([CH2:17][CH2:18][CH3:19])=[C:9]([CH:16]=1)[O:10][CH2:11][C:12]([O:14][CH3:15])=[O:13]>Cl.CO>[OH:4][C:5]1[CH:6]=[CH:7][C:8]([CH2:17][CH2:18][CH3:19])=[C:9]([CH:16]=1)[O:10][CH2:11][C:12]([O:14][CH3:15])=[O:13] |f:1.2|. Procedure details: A mixture of methyl 2-(5-methoxymethoxy-2-propylphenoxy)acetate (1.60 g) and 10% hydrogen chloride-methanol (50 mL) was stirred at room temperature for 3 hrs. The reaction mixture was concentrated, and ethyl acetate was added to the residue. The mixture was washed successively with saturated aqueous sodium hydrogencarbonate and saturated brine, dried over anhydrous magnesium sulfate, and concentrated to give methyl 2-(5-hydroxy-2-propylphenoxy)acetate as a colorless oil (1.17 g, 87%).